From a dataset of the Open Reaction Database (ORD), a public repository of structured organic reaction records. describe an organic reaction: reactants, conditions, products, and yield The reactants are ClC1=C(C=C(C=C1)N1C(N(C(=CC1=O)C(F)(F)F)C)=O)S(=O)(=O)Cl (2-chloro-5-(3,6-dihydro-3-methyl-4-trifluoromethyl-2,6-dioxo-1(2H)pyrimidinyl)benzenesulfonyl chloride), COCCNS(=O)(=O)C1=C(C=CC(=C1)N1C(N(C(=CC1=O)C(F)(F)F)C)=O)Cl (N-(2-methoxyethyl)-2-chloro-5-(3,6-dihydro-3-methyl-4-trifluoromethyl-2,6-dioxo-1(2H)-pyrimidinyl)benzenesulfonamide), COCCNS(=O)(=O)C1=C(C=CC(=C1)N1C(N(C(=CC1=O)C(F)(F)F)C)=O)Cl (N-(2-methoxyethyl)-2-chloro-5-(3,6-dihydro-3-methyl-4-trifluoromethyl-2,6-dioxo-1(2H)-pyrimidinyl)benzenesulfonamide), [H-].[Na+] (sodium hydride), COCCN (2-methoxyethylamine), IC (iodomethane). The solvent is CN(C=O)C (N,N-dimethylformamide). Reaction conditions: temperature 5 celsius, time 1 hour. Yields the product COCCN(S(=O)(=O)C1=C(C=CC(=C1)N1C(N(C(=CC1=O)C(F)(F)F)C)=O)Cl)C (N-(2-methoxyethyl)-N-methyl-2-chloro-5-(3,6-dihydro-3-methyl-4-trifluoromethyl-2,6-dioxo-1(2H)-pyrimidinyl)benzenesulfonamide). As a reaction SMILES: [H-].[Na+].[CH3:3][O:4][CH2:5][CH2:6][NH:7][S:8]([C:11]1[CH:16]=[C:15]([N:17]2[C:22](=[O:23])[CH:21]=[C:20]([C:24]([F:27])([F:26])[F:25])[N:19]([CH3:28])[C:18]2=[O:29])[CH:14]=[CH:13][C:12]=1[Cl:30])(=[O:10])=[O:9].Cl[C:32]1C=CC(N2C(=O)C=C(C(F)(F)F)N(C)C2=O)=CC=1S(Cl)(=O)=O.COCCN.IC>CN(C)C=O>[CH3:3][O:4][CH2:5][CH2:6][N:7]([CH3:32])[S:8]([C:11]1[CH:16]=[C:15]([N:17]2[C:22](=[O:23])[CH:21]=[C:20]([C:24]([F:25])([F:27])[F:26])[N:19]([CH3:28])[C:18]2=[O:29])[CH:14]=[CH:13][C:12]=1[Cl:30])(=[O:10])=[O:9] |f:0.1|. Procedure: To a stirred slurry of 0.2 g of a 60% dispersion of sodium hydride in mineral oil and 30 ml of N,N-dimethylformamide (DMF) cooled to 5° C. was added 1.95 g of N-(2-methoxyethyl)-2-chloro-5-(3,6-dihydro-3-methyl-4-trifluoromethyl-2,6-dioxo-1(2H)-pyrimidinyl)benzenesulfonamide (Compound #52) prepared according to the procedure set forth above Process B using 2-chloro-5-(3,6-dihydro-3-methyl-4-trifluoromethyl-2,6-dioxo-1(2H)pyrimidinyl)benzenesulfonyl chloride and 2-methoxyethylamine. After stirrin... Starting materials: CCOCC, ClI, [Na+], [Na+], O, Oc1cccc(O)c1, O=S([O-])[O-]. Product: Oc1ccc(I)c(O)c1. As a reaction SMILES: [CH3:18][CH2:19][O:20][CH2:21][CH3:22].[I:1][Cl:2].[Na+:16].[Na+:17].[OH2:11].[OH:3][c:4]1[cH:5][cH:6][cH:7][c:8]([OH:9])[cH:10]1.[S:12]([O-:13])([O-:14])=[O:15]>>[I:1][c:7]1[cH:6][cH:5][c:4]([OH:3])[cH:10][c:8]1[OH:9]. The reactants are NC1=NC=C(C=N1)C=1C=C(C(=CC1)NC(C)(C)C)N (4-(2-amino-pyrimidin-5-yl)-N1-tert-butyl-benzene-1,2-diamine), C(=O)C=1C=C(C#N)C=CC1N1N=CN=C1 (3-formyl-4-1,2,4-triazol-1-yl-benzonitrile), OOS(=O)[O-].[K+] (Oxone), S(=S)(=O)([O-])[O-].[Na+].[Na+] (sodium thiosulfate). The solvent is CN(C)C=O (DMF), O (H2O). Run at time 3 hour. The product is NC1=NC=C(C=N1)C1=CC2=C(N(C(=N2)C=2C=C(C#N)C=CC2N2N=CN=C2)C(C)(C)C)C=C1 (3-[5-(2-Amino-pyrimidin-5-yl)-1-tert-butyl-1H-benzimidazol-2-yl]-4-1,2,4-triazol-1-yl-benzonitrile). Isolated yield 27.1%. RXN SMILES: [NH2:1][C:2]1[N:7]=[CH:6][C:5]([C:8]2[CH:9]=[C:10]([NH2:19])[C:11]([NH:14][C:15]([CH3:18])([CH3:17])[CH3:16])=[CH:12][CH:13]=2)=[CH:4][N:3]=1.[CH:20]([C:22]1[CH:23]=[C:24]([CH:27]=[CH:28][C:29]=1[N:30]1[CH:34]=[N:33][CH:32]=[N:31]1)[C:25]#[N:26])=O.OOS([O-])=O.[K+].S([O-])([O-])(=O)=S.[Na+].[Na+]>CN(C=O)C.O>[NH2:1][C:2]1[N:7]=[CH:6][C:5]([C:8]2[CH:13]=[CH:12][C:11]3[N:14]([C:15]([CH3:16])([CH3:18])[CH3:17])[C:20]([C:22]4[CH:23]=[C:24]([CH:27]=[CH:28][C:29]=4[N:30]4[CH:34]=[N:33][CH:32]=[N:31]4)[C:25]#[N:26])=[N:19][C:10]=3[CH:9]=2)=[CH:4][N:3]=1 |f:2.3,4.5.6|. Procedure: To a solution of 4-(2-amino-pyrimidin-5-yl)-N1-tert-butyl-benzene-1,2-diamine (100 mg, 0.39 mmol) in DMF (5 mL) is added 3-formyl-4-1,2,4-triazol-1-yl-benzonitrile (115 mg, 0.58 mmol) at room temperature. Oxone (239 mg, 0.39 mmol) in H2O (1 mL) is added and the solution is stirred for 3 hours. Saturated sodium thiosulfate solution (5 mL) is added and the mixture is extracted with EtOAc (3×15 mL) and H2O (10 mL). The combined organic layer is dried (MgSO4), filtered and concentrated. The residue ... The reactants are CC(=O)OC1CCN(c2ccc(B3OC(C)(C)C(C)(C)O3)cc2)CC1, COc1ccc2c(c1)C1(CC1c1ccc3c(I)n[nH]c3c1)C(=O)N2. Product: COc1ccc2c(c1)C1(CC1c1ccc3c(-c4ccc(N5CCC(OC(C)=O)CC5)cc4)n[nH]c3c1)C(=O)N2. Reaction SMILES: [C:25]([CH3:26])(=[O:27])[O:28][CH:29]1[CH2:30][CH2:31][N:32]([c:35]2[cH:36][cH:37][c:38]([B:41]3[O:42][C:43]([CH3:44])([CH3:45])[C:46]([CH3:47])([CH3:48])[O:49]3)[cH:39][cH:40]2)[CH2:33][CH2:34]1.[I:1][c:2]1[n:3][nH:4][c:5]2[cH:6][c:7]([CH:11]3[C:12]4([CH2:13]3)[C:14](=[O:24])[NH:15][c:16]3[cH:17][cH:18][c:19]([O:22][CH3:23])[cH:20][c:21]34)[cH:8][cH:9][c:10]12>>[c:2]1(-[c:38]2[cH:37][cH:36][c:35]([N:32]3[CH2:31][CH2:30][CH:29]([O:28][C:25]([CH3:26])=[O:27])[CH2:34][CH2:33]3)[cH:40][cH:39]2)[n:3][nH:4][c:5]2[cH:6][c:7]([CH:11]3[C:12]4([CH2:13]3)[C:14](=[O:24])[NH:15][c:16]3[cH:17][cH:18][c:19]([O:22][CH3:23])[cH:20][c:21]34)[cH:8][cH:9][c:10]12. Starting materials: COC(C1=C(C(=CC(=C1)Br)C)N(S(=O)(=O)C1=CC=C(C=C1)OC(C#C)C)C)=O (5-Bromo-3-methyl-2-{methyl-[4-(1-methyl-prop-2-ynyloxy)-benzenesulfonyl]-amino}-benzoic acid methyl ester), [OH-].[Na+] (sodium hydroxide). Product: BrC=1C=C(C(=C(C(=O)O)C1)N(S(=O)(=O)C1=CC=C(C=C1)OC(C#C)C)C)C (5-Bromo-3-methyl-2-{methyl-[4-(1-methyl-prop-2-ynyloxy)-benzenesulfonyl]-amino}-benzoic acid), ester. The yield is 14.0%. As a reaction SMILES: C[O:2][C:3](=[O:28])[C:4]1[CH:9]=[C:8]([Br:10])[CH:7]=[C:6]([CH3:11])[C:5]=1[N:12]([CH3:27])[S:13]([C:16]1[CH:21]=[CH:20][C:19]([O:22][CH:23]([CH3:26])[C:24]#[CH:25])=[CH:18][CH:17]=1)(=[O:15])=[O:14].[OH-].[Na+]>>[Br:10][C:8]1[CH:7]=[C:6]([CH3:11])[C:5]([N:12]([CH3:27])[S:13]([C:16]2[CH:21]=[CH:20][C:19]([O:22][CH:23]([CH3:26])[C:24]#[CH:25])=[CH:18][CH:17]=2)(=[O:15])=[O:14])=[C:4]([CH:9]=1)[C:3]([OH:28])=[O:2] |f:1.2|. Procedure details: According to the procedure of Example 10, 0.241 g of the product of Example 77 was hydrolyzed with 2.6 mL of 1.0N sodium hydroxide solution to provide 0.073 g (31%) of the desired carboxylic acid as a white solid and 0.034 g (14%) of the starting ester. Electrospray Mass Spec 451.8 (M+H)+